From a dataset of the Open Reaction Database (ORD), a public repository of structured organic reaction records. describe an organic reaction: reactants, conditions, products, and yield The reactants are O=C(CCCC#CCCC(=O)O)C (9-Oxodec-4-ynoic acid). The reagents and catalysts are [Pd] (palladium on barium sulfate). Solvent: C1(=CC=CC=C1)C (toluene). The product is O=C(CCC\C=C/CCC(=O)O)C (Cis-9-oxodec-4-enoic acid). Reaction SMILES: [O:1]=[C:2]([CH3:13])[CH2:3][CH2:4][CH2:5][C:6]#[C:7][CH2:8][CH2:9][C:10]([OH:12])=[O:11]>C1(C)C=CC=CC=1.[Pd]>[O:1]=[C:2]([CH3:13])[CH2:3][CH2:4][CH2:5]/[CH:6]=[CH:7]\[CH2:8][CH2:9][C:10]([OH:12])=[O:11]. Procedure: 10 Grams of the 9-oxodec-4-ynoic acid of Example 18 is hydrogenated at room temperature in toluene containing about 0.5% quinoline with 5% palladium on barium sulfate as catalyst. The toluene solution is washed with 1 N hydrochloric acid, then water. The solution is dried over sodium sulfate and stripped of solvent to give, as a yellow oil, the title product.